This data is from the Open Reaction Database (ORD), a public repository of structured organic reaction records. The task is: describe an organic reaction: reactants, conditions, products, and yield Reactants: CN(c1cnc(CN(CCO)Cc2ccccc2)c(Cl)n1)C1CCC1, CC(C)(C)[O-], [K+], CN(C)C=O, O. The product is CN(c1cnc2c(n1)OCCN(Cc1ccccc1)C2)C1CCC1. RXN SMILES: [CH2:1]([c:2]1[cH:3][cH:4][cH:5][cH:6][cH:7]1)[N:8]([CH2:9][CH2:10][OH:11])[CH2:12][c:13]1[n:14][cH:15][c:16]([N:20]([CH3:21])[CH:22]2[CH2:23][CH2:24][CH2:25]2)[n:17][c:18]1[Cl:19].[CH3:26][C:27]([CH3:28])([O-:29])[CH3:30].[K+:31].[O:33]=[CH:34][N:35]([CH3:36])[CH3:37].[OH2:32]>>[CH2:1]([c:2]1[cH:3][cH:4][cH:5][cH:6][cH:7]1)[N:8]1[CH2:9][CH2:10][O:11][c:18]2[c:13]([n:14][cH:15][c:16]([N:20]([CH3:21])[CH:22]3[CH2:23][CH2:24][CH2:25]3)[n:17]2)[CH2:12]1. Reactants: ClC=1C=C2C(=C(C(NC2=CC1)=O)C(=O)O)C1=CC=CC=C1 (6-chloro-2-oxo-4-phenyl-1,2-dihydro-quinoline-3-carboxylic acid), P(=O)(Cl)(Cl)Cl (phosphorus oxychloride), C(NN)(=O)OCC1C2=CC=CC=C2C=2C=CC=CC12 (9-fluorenylmethyl carbazate). Solvent: O (water). Run at temperature 120 celsius, time 4 hour. Product: C1=CC=CC=2C3=CC=CC=C3C(C12)COC(=O)NNC(=O)C=1C(=NC2=CC=C(C=C2C1C1=CC=CC=C1)Cl)Cl (N′-(2,6-Dichloro-4-phenyl-quinoline-3-carbonyl)-hydrazinecarboxylic acid 9H-fluoren-9-ylmethyl ester). The yield is 55.1%. Reaction SMILES: [Cl:1][C:2]1[CH:3]=[C:4]2[C:9](=[CH:10][CH:11]=1)[NH:8][C:7](=O)[C:6]([C:13](O)=[O:14])=[C:5]2[C:16]1[CH:21]=[CH:20][CH:19]=[CH:18][CH:17]=1.P(Cl)(Cl)([Cl:24])=O.[C:27]([O:31][CH2:32][CH:33]1[C:45]2[CH:44]=[CH:43][CH:42]=[CH:41][C:40]=2[C:39]2[C:34]1=[CH:35][CH:36]=[CH:37][CH:38]=2)(=[O:30])[NH:28][NH2:29]>O>[CH:35]1[C:34]2[CH:33]([CH2:32][O:31][C:27]([NH:28][NH:29][C:13]([C:6]3[C:7]([Cl:24])=[N:8][C:9]4[C:4]([C:5]=3[C:16]3[CH:21]=[CH:20][CH:19]=[CH:18][CH:17]=3)=[CH:3][C:2]([Cl:1])=[CH:11][CH:10]=4)=[O:14])=[O:30])[C:45]3[C:40](=[CH:41][CH:42]=[CH:43][CH:44]=3)[C:39]=2[CH:38]=[CH:37][CH:36]=1. Reported procedure: A mixture of 6-chloro-2-oxo-4-phenyl-1,2-dihydro-quinoline-3-carboxylic acid (100 mg, 334 μmol, Eq: 1.00) and phosphorus oxychloride (3.29 g, 2 ml, 21.5 mmol, Eq: 64.3) was heated to 120° C. for 3 h. The reaction mixture was evaporated to dryness and the remaining residue was co-evaporated with toluene (2×). The residue was dissolved in DCM (1 ml) and 9-fluorenylmethyl carbazate (127 mg, 500 μmol, Eq: 1.5) was added. The reaction mixture was stirred at RT for 4 h. Then water was added and the mi... The reactants are [Cl-].C(C)[N+]1=C(OC2=C1C=CC=C2)C (3-ethyl-2-methylbenzoxazolium chloride), C(#N)C1=CC=C(C=C1)S(=O)[O-].[Na+] (sodium 4-cyanobenzenesulfinate). Run in C(C)O (ethanol), C(C)O (ethanol). Yields the product C(#N)C1=CC=C(C=C1)S(=O)[O-].C(C)[N+]1=C(OC2=C1C=CC=C2)C (3-Ethyl-2-methylbenzoxazolium 4-Cyanobenzenesulfinate). Isolated yield 46.1%. RXN SMILES: [Cl-].[CH2:2]([N+:4]1[C:8]2[CH:9]=[CH:10][CH:11]=[CH:12][C:7]=2[O:6][C:5]=1[CH3:13])[CH3:3].[C:14]([C:16]1[CH:21]=[CH:20][C:19]([S:22]([O-:24])=[O:23])=[CH:18][CH:17]=1)#[N:15].[Na+]>C(O)C>[C:14]([C:16]1[CH:17]=[CH:18][C:19]([S:22]([O-:24])=[O:23])=[CH:20][CH:21]=1)#[N:15].[CH2:2]([N+:4]1[C:8]2[CH:9]=[CH:10][CH:11]=[CH:12][C:7]=2[O:6][C:5]=1[CH3:13])[CH3:3] |f:0.1,2.3,5.6|. Procedure: A solution of 3-ethyl-2-methylbenzoxazolium chloride (0.73 g) in ethanol (20 mL) was added to an Erlenmeyer flask containing a magnetically stirred boiling solution of sodium 4-cyanobenzenesulfinate (0.1 g) in anhydrous ethanol (20 mL). The mixture was allowed to cool to room temperature and was then further cooled in an ice bath. The mixture was filtered and the filtrate was concentrated to dryness using a rotary evaporator. The residue was mixed with deionized water and this mixture was extrac... The reactants are CCO, ClCCl, CI, [Na+], O=C([O-])O, Cn1c(CCCCO)n[nH]c1=S. Yields the product CSc1nnc(CCCCO)n1C. RXN SMILES: [CH3:23][CH2:24][OH:25].[Cl:15][CH2:16][Cl:17].[I:13][CH3:14].[Na+:22].[O-:18][C:19]([OH:20])=[O:21].[OH:1][CH2:2][CH2:3][CH2:4][CH2:5][c:6]1[n:7]([CH3:12])[c:8](=[S:11])[nH:9][n:10]1>>[OH:1][CH2:2][CH2:3][CH2:4][CH2:5][c:6]1[n:7]([CH3:12])[c:8]([S:11][CH3:16])[n:9][n:10]1. The reactants are O=C(CBr)N1C(CNC(c2ccccc2)(c2ccccc2)c2ccccc2)CC2c3ccccc3Cc3ccc(F)cc3C21, CO. Yields the product COCC(=O)N1C(CNC(c2ccccc2)(c2ccccc2)c2ccccc2)CC2c3ccccc3Cc3ccc(F)cc3C21. Reaction SMILES: [Br:1][CH2:2][C:3](=[O:4])[N:5]1[CH:6]2[CH:7]([CH2:8][CH:9]1[CH2:10][NH:11][C:12]([c:13]1[cH:14][cH:15][cH:16][cH:17][cH:18]1)([c:19]1[cH:20][cH:21][cH:22][cH:23][cH:24]1)[c:25]1[cH:26][cH:27][cH:28][cH:29][cH:30]1)[c:31]1[c:32]([cH:41][cH:42][cH:43][cH:44]1)[CH2:33][c:34]1[c:35]2[cH:36][c:37]([F:40])[cH:38][cH:39]1.[CH3:45][OH:46]>>[CH2:2]([C:3](=[O:4])[N:5]1[CH:6]2[CH:7]([CH2:8][CH:9]1[CH2:10][NH:11][C:12]([c:13]1[cH:14][cH:15][cH:16][cH:17][cH:18]1)([c:19]1[cH:20][cH:21][cH:22][cH:23][cH:24]1)[c:25]1[cH:26][cH:27][cH:28][cH:29][cH:30]1)[c:31]1[c:32]([cH:41][cH:42][cH:43][cH:44]1)[CH2:33][c:34]1[c:35]2[cH:36][c:37]([F:40])[cH:38][cH:39]1)[O:46][CH3:45]. Starting materials: C[O-].[Na+] (sodium methoxide), Cl (HCl), OC1=CC=C(C(=O)O)C=C1 (4-hydroxybenzoic acid), FC1=CC(=C(C=C1)[N+](=O)[O-])C (4-fluoro-2-methyl-1-nitrobenzene). The solvent is CO (methanol), O (water). Run at temperature 125 celsius. Yields the product CC=1C=C(OC2=CC=C(C(=O)O)C=C2)C=CC1[N+](=O)[O-] (4-(3-methyl-4-nitro-phenoxy)-benzoic acid). Yield: 22.3%. Reaction SMILES: [OH:1][C:2]1[CH:10]=[CH:9][C:5]([C:6]([OH:8])=[O:7])=[CH:4][CH:3]=1.C[O-].[Na+].F[C:15]1[CH:20]=[CH:19][C:18]([N+:21]([O-:23])=[O:22])=[C:17]([CH3:24])[CH:16]=1.Cl>CO.O>[CH3:24][C:17]1[CH:16]=[C:15]([CH:20]=[CH:19][C:18]=1[N+:21]([O-:23])=[O:22])[O:1][C:2]1[CH:10]=[CH:9][C:5]([C:6]([OH:8])=[O:7])=[CH:4][CH:3]=1 |f:1.2|. Procedure details: 4-hydroxybenzoic acid (13.8 g, 0.1 mole) was dissolved in methanol and to this solution was added, sodium methoxide (10.8 g, 0.2 mole). The solution was then evaporated to dryness. To the resulting solid was added DMF (500 mL) followed by 4-fluoro-2-methyl-1-nitrobenzene (available from Aldrich under 5-fluoro-2-nitro-toluene) (10.2 mL 0.1 mole). The mixture was heated at 125° C. for 2 hours, cooled and poured into 3 L of water, acidified to pH2 with 2M HCl and extracted twice with ethyl acetate....